From a dataset of the Open Reaction Database (ORD), a public repository of structured organic reaction records. describe an organic reaction: reactants, conditions, products, and yield The yield is 68.5%. Reported procedure: To a stirred suspension of sodium hydride (0.030 g of 50% NaH in mineral oil) in dry DMF (0.5 ml) under nitrogen is added 2,4-dichlorobenzyl phenyl sulfone (0.18 g; 0.6 mmole) as the crystalline solid all at once. The reaction mixture is stirred at room temperature under nitrogen under hydrogen evolution ceases (50 min.) A solution of (2R,4R,6S)-4-benzyloxy-6-iodomethyl-2-methoxy-3,4,5,6-tetrahydro-2H-pyran (0.109 g; 0.3 mmole) in dry DMF (0.4 ml) is added by syringe through a septum. The reacti... Product: mixture, C1(=CC=CC=C1)S(=O)(=O)C(C[C@@H]1C[C@H](C[C@@H](O1)OC)OCC1=CC=CC=C1)C1=C(C=C(C=C1)Cl)Cl (1-(2,4-dichlorophenyl)-2-(4(R)-benzyloxy-2(R)-methoxy-3,4,5,6-tetra-hydro-2H-pyran-6(S)-yl)ethyl phenyl sulfone). Run at time 2.5 hour. As a reaction SMILES: [H-].[Na+].[C:3]1([S:9]([CH2:12][C:13]2[CH:18]=[CH:17][C:16]([Cl:19])=[CH:15][C:14]=2[Cl:20])(=[O:11])=[O:10])[CH:8]=[CH:7][CH:6]=[CH:5][CH:4]=1.[CH2:21]([O:28][C@@H:29]1[CH2:34][C@@H:33]([CH2:35]I)[O:32][C@@H:31]([O:37][CH3:38])[CH2:30]1)[C:22]1[CH:27]=[CH:26][CH:25]=[CH:24][CH:23]=1>CN(C=O)C>[C:3]1([S:9]([CH:12]([C:13]2[CH:18]=[CH:17][C:16]([Cl:19])=[CH:15][C:14]=2[Cl:20])[CH2:35][C@H:33]2[O:32][C@@H:31]([O:37][CH3:38])[CH2:30][C@H:29]([O:28][CH2:21][C:22]3[CH:23]=[CH:24][CH:25]=[CH:26][CH:27]=3)[CH2:34]2)(=[O:11])=[O:10])[CH:4]=[CH:5][CH:6]=[CH:7][CH:8]=1 |f:0.1|. Run in CN(C)C=O (DMF), CN(C)C=O (DMF). Starting materials: C(C1=CC=CC=C1)O[C@H]1C[C@@H](O[C@@H](C1)CI)OC ((2R,4R,6S)-4-benzyloxy-6-iodomethyl-2-methoxy-3,4,5,6-tetrahydro-2H-pyran), [H-].[Na+] (sodium hydride), C1(=CC=CC=C1)S(=O)(=O)CC1=C(C=C(C=C1)Cl)Cl (2,4-dichlorobenzyl phenyl sulfone). Reaction SMILES: [CH3:1][CH2:2][CH:3]([C@H:5]1[O:10][C@:9]2([O:15][C@@H:14]3[CH2:16][CH:17]=[C:18]([CH3:61])[C@@H:19]([O:40][C@@H:41]4[O:46][C@@H:45]([CH3:47])[C@H:44]([O:48][C@@H:49]5[O:54][C@@H:53]([CH3:55])[C@H:52]([OH:56])[C@@H:51]([O:57][CH3:58])[CH2:50]5)[C@@H:43]([O:59][CH3:60])[CH2:42]4)[C@@H:20]([CH3:39])[CH:21]=[CH:22][CH:23]=[C:24]4[CH2:25][O:26][C@@H:27]5[C@H:32]([OH:33])[C:31]([CH3:34])=[CH:30][C@@H:29]([C:35]([O:37][C@@H:12]([CH2:13]3)[CH2:11]2)=[O:36])[C@:28]45[OH:38])[CH:8]=[CH:7][C@@H:6]1[CH3:62])[CH3:4].C(C1C=CC=CC=1P(C1C=CC=CC=1CCCCCCCC)C1C=CC=CC=1CCCCCCCC)CCCCCCC>>[CH3:1][CH2:2][C@@H:3]([C@H:5]1[O:10][C@:9]2([O:15][C@@H:14]3[CH2:16][CH:17]=[C:18]([CH3:61])[C@@H:19]([O:40][C@@H:41]4[O:46][C@@H:45]([CH3:47])[C@H:44]([O:48][C@@H:49]5[O:54][C@@H:53]([CH3:55])[C@H:52]([OH:56])[C@@H:51]([O:57][CH3:58])[CH2:50]5)[C@@H:43]([O:59][CH3:60])[CH2:42]4)[C@@H:20]([CH3:39])[CH:21]=[CH:22][CH:23]=[C:24]4[CH2:25][O:26][C@@H:27]5[C@H:32]([OH:33])[C:31]([CH3:34])=[CH:30][C@@H:29]([C:35]([O:37][C@@H:12]([CH2:13]3)[CH2:11]2)=[O:36])[C@:28]45[OH:38])[CH2:8][CH2:7][C@@H:6]1[CH3:62])[CH3:4].[CH3:62][C@@H:6]1[C@@H:5]([CH:3]([CH3:4])[CH3:2])[O:10][C@:9]2([O:15][C@@H:14]3[CH2:16][CH:17]=[C:18]([CH3:61])[C@@H:19]([O:40][C@@H:41]4[O:46][C@@H:45]([CH3:47])[C@H:44]([O:48][C@@H:49]5[O:54][C@@H:53]([CH3:55])[C@H:52]([OH:56])[C@@H:51]([O:57][CH3:58])[CH2:50]5)[C@@H:43]([O:59][CH3:60])[CH2:42]4)[C@@H:20]([CH3:39])[CH:21]=[CH:22][CH:23]=[C:24]4[CH2:25][O:26][C@@H:27]5[C@H:32]([OH:33])[C:31]([CH3:34])=[CH:30][C@@H:29]([C:35]([O:37][C@@H:12]([CH2:13]3)[CH2:11]2)=[O:36])[C@:28]45[OH:38])[CH2:8][CH2:7]1 |f:2.3|. Procedure details: 4.3 g of avermectin (B1a and B1b mixture) are, after addition of 53.2 mg of tris-(octylphenyl)-phosphine, hydrogenated using the conditions given in Example 1 (B). After a hydrogenation time of 7 hours, a crude ivermectin product is obtained which, according to HPLC analysis, contains 1.3% of avermectin, 94.8% of ivermectin and 2% of tetrahydroavermectin. The reactants are CCC(C)[C@@H]1[C@H](C=C[C@@]2(O1)C[C@@H]3C[C@H](O2)C/C=C(/[C@H]([C@H](/C=C/C=C/4\CO[C@H]5[C@@]4([C@@H](C=C([C@H]5O)C)C(=O)O3)O)C)O[C@H]6C[C@@H]([C@H]([C@@H](O6)C)O[C@H]7C[C@@H]([C@H]([C@@H](O7)C)O)OC)OC)\C)C (avermectin), C(CCCCCCC)C1=C(C=CC=C1)P(C1=C(C=CC=C1)CCCCCCCC)C1=C(C=CC=C1)CCCCCCCC (tris-(octylphenyl)-phosphine), Example 1 ( B ). The product is CC[C@H](C)[C@@H]1[C@H](CC[C@@]2(O1)C[C@@H]3C[C@H](O2)C/C=C(/[C@H]([C@H](/C=C/C=C/4\CO[C@H]5[C@@]4([C@@H](C=C([C@H]5O)C)C(=O)O3)O)C)O[C@H]6C[C@@H]([C@H]([C@@H](O6)C)O[C@H]7C[C@@H]([C@H]([C@@H](O7)C)O)OC)OC)\C)C.C[C@H]1CC[C@]2(C[C@@H]3C[C@H](O2)C/C=C(/[C@H]([C@H](/C=C/C=C/4\CO[C@H]5[C@@]4([C@@H](C=C([C@H]5O)C)C(=O)O3)O)C)O[C@H]6C[C@@H]([C@H]([C@@H](O6)C)O[C@H]7C[C@@H]([C@H]([C@@H](O7)C)O)OC)OC)\C)O[C@@H]1C(C)C (ivermectin). Reactants: C(C)(C)(C)C=1C=C(N(N1)C1=CC=C(C=C1)C)NC(=O)N[C@H]1CC[C@H](C2=CC=CC=C12)OC=1C=CC=2N(C1)C(=NN2)N2[C@H](CCC2)CO[Si](C(C)C)(C(C)C)C(C)C (1-(5-tert-Butyl-2-p-tolyl-2H-pyrazol-3-yl)-3-{(1S,4R)-4-[3-((R)-2-triisopropylsilanyloxymethyl-pyrrolidin-1-yl)-[1,2,4]triazolo[4,3-a]pyridin-6-yloxy]-1,2,3,4-tetrahydro-naphthalen-1-yl}-urea), CCCC[N+](CCCC)(CCCC)CCCC.[F-] (TBAF). The solvent is C1CCOC1 (THF). The product is C(C)(C)(C)C=1C=C(N(N1)C1=CC=C(C=C1)C)NC(=O)N[C@H]1CC[C@H](C2=CC=CC=C12)OC=1C=CC=2N(C1)C(=NN2)N2[C@H](CCC2)CO (1-(5-tert-Butyl-2-p-tolyl-2H-pyrazol-3-yl)-3-{(1S,4R)-4-[3-((R)-2-hydroxymethyl-pyrrolidin-1-yl)-[1,2,4]triazolo[4,3-a]pyridin-6-yloxy]-1,2,3,4-tetrahydro-naphthalen-1-yl}-urea). Reaction SMILES: [C:1]([C:5]1[CH:6]=[C:7]([NH:17][C:18]([NH:20][C@@H:21]2[C:30]3[C:25](=[CH:26][CH:27]=[CH:28][CH:29]=3)[C@H:24]([O:31][C:32]3[CH:33]=[CH:34][C:35]4[N:36]([C:38]([N:41]5[CH2:45][CH2:44][CH2:43][C@@H:42]5[CH2:46][O:47][Si](C(C)C)(C(C)C)C(C)C)=[N:39][N:40]=4)[CH:37]=3)[CH2:23][CH2:22]2)=[O:19])[N:8]([C:10]2[CH:15]=[CH:14][C:13]([CH3:16])=[CH:12][CH:11]=2)[N:9]=1)([CH3:4])([CH3:3])[CH3:2].CCCC[N+](CCCC)(CCCC)CCCC.[F-]>C1COCC1>[C:1]([C:5]1[CH:6]=[C:7]([NH:17][C:18]([NH:20][C@@H:21]2[C:30]3[C:25](=[CH:26][CH:27]=[CH:28][CH:29]=3)[C@H:24]([O:31][C:32]3[CH:33]=[CH:34][C:35]4[N:36]([C:38]([N:41]5[CH2:45][CH2:44][CH2:43][C@@H:42]5[CH2:46][OH:47])=[N:39][N:40]=4)[CH:37]=3)[CH2:23][CH2:22]2)=[O:19])[N:8]([C:10]2[CH:15]=[CH:14][C:13]([CH3:16])=[CH:12][CH:11]=2)[N:9]=1)([CH3:4])([CH3:2])[CH3:3] |f:1.2|. Procedure details: To a solution of Intermediate 27d (27 mg, 0.034 mmol) in THF (1 mL) at −30° C. was added TBAF (1M in THF, 36 μL, 0.036 mmol) and the mixture was allowed to warm to RT over 1 h. The reaction mixture was applied to an SCX-2 cartridge (2 g) and washed with MeOH. The product was eluted with 2M NH3 in MeOH; concentration in vacuo gave a residue. Purification by HPLC (C6-Ph column, 10-70% MeCN in H2O, 0.1% HCO2H) gave the title compound as a white powder after freeze-drying (10.0 mg, 45%). LCMS (Metho... Starting materials: C, CC(=O)O, CCOC(=O)C=Cc1ccc2c(=O)[nH]c3cc(C(F)(F)F)ccc3n12, [Pd]. The product is CCOC(=O)CCc1ccc2c(=O)[nH]c3cc(C(F)(F)F)ccc3n12. Reaction SMILES: [C:26].[CH3:28][C:29](=[O:30])[OH:31].[O:1]=[c:2]1[c:3]2[n:4]([c:5]3[cH:6][cH:7][c:8]([C:12]([F:13])([F:14])[F:15])[cH:9][c:10]3[nH:11]1)[c:16]([CH:19]=[CH:20][C:21](=[O:22])[O:23][CH2:24][CH3:25])[cH:17][cH:18]2.[Pd:27]>>[O:1]=[c:2]1[c:3]2[n:4]([c:5]3[cH:6][cH:7][c:8]([C:12]([F:13])([F:14])[F:15])[cH:9][c:10]3[nH:11]1)[c:16]([CH2:19][CH2:20][C:21](=[O:22])[O:23][CH2:24][CH3:25])[cH:17][cH:18]2.